This data is from the Open Reaction Database (ORD), a public repository of structured organic reaction records. The task is: describe an organic reaction: reactants, conditions, products, and yield Starting materials: [N+](=O)([O-])C=1C=CC(=C(C1)S(=O)(=O)Cl)C (5-nitro-2-methyl-phenylsulfonyl chloride), N1C=NC=C1 (imidazole), O (water). The solvent is N1=CC=CC=C1 (pyridine). Run at temperature 50 celsius, time 3 hour. Yields the product [N+](=O)([O-])C=1C=CC(=C(C1)S(=O)(=O)N1C=NC=C1)C (1-(5-nitro-2-methyl-phenylsulfonyl)-imidazole). The yield is 63.6%. Reaction SMILES: [N+:1]([C:4]1[CH:5]=[CH:6][C:7]([CH3:14])=[C:8]([S:10](Cl)(=[O:12])=[O:11])[CH:9]=1)([O-:3])=[O:2].[NH:15]1[CH:19]=[CH:18][N:17]=[CH:16]1.O>N1C=CC=CC=1>[N+:1]([C:4]1[CH:5]=[CH:6][C:7]([CH3:14])=[C:8]([S:10]([N:15]2[CH:19]=[CH:18][N:17]=[CH:16]2)(=[O:12])=[O:11])[CH:9]=1)([O-:3])=[O:2]. Procedure: 2.36 g of 5-nitro-2-methyl-phenylsulfonyl chloride (0.01 mol) and 1.36 g of imidazole (0.02 mol) were dissolved in 15 ml of pyridine, and the mixture was stirred at 50° C. for 3 hours to react. After the reaction, the reaction mixture was poured into water, and extracted with chloroform. The chloroform layer was washed with water and dehydrated. Evaporation of chloroform gave 1.70 g of 1-(5-nitro-2-methyl-phenylsulfonyl)-imidazole of the m.p. 119°-120° C. Starting materials: NC1=C(C(=NC=N1)N[C@@H](C)C1=NN2C(C(N1C1=CC=CC=C1)=O)=C(C=C2)C)Br ((S)-2-(1-((6-Amino-5-bromopyrimidin-4-yl)amino)ethyl)-5-methyl-3-phenylpyrrolo[2,1-f][1,2,4]triazin-4(3H)-one), ClC=1C=C(C=C(C1)O)B(O)O ((3-chloro-5-hydroxyphenyl)boronic acid), C([O-])([O-])=O.[Na+].[Na+] (sodium carbonate). Yields the product NC1=C(C(=NC=N1)N[C@@H](C)C1=NN2C(C(N1C1=CC=CC=C1)=O)=C(C=C2)C)C2=CC(=CC(=C2)O)Cl ((S)-2-(1-((6-Amino-5-(3-chloro-5-hydroxyphenyl)pyrimidin-4-yl)amino)ethyl)-5-methyl-3-phenylpyrrolo[2,1-f][1,2,4]triazin-4(3H)-one). Yield: 13.4%. Reaction SMILES: [NH2:1][C:2]1[N:7]=[CH:6][N:5]=[C:4]([NH:8][C@H:9]([C:11]2[N:16]([C:17]3[CH:22]=[CH:21][CH:20]=[CH:19][CH:18]=3)[C:15](=[O:23])[C:14]3=[C:24]([CH3:27])[CH:25]=[CH:26][N:13]3[N:12]=2)[CH3:10])[C:3]=1Br.[Cl:29][C:30]1[CH:31]=[C:32](B(O)O)[CH:33]=[C:34]([OH:36])[CH:35]=1.C(=O)([O-])[O-].[Na+].[Na+]>>[NH2:1][C:2]1[N:7]=[CH:6][N:5]=[C:4]([NH:8][C@H:9]([C:11]2[N:16]([C:17]3[CH:22]=[CH:21][CH:20]=[CH:19][CH:18]=3)[C:15](=[O:23])[C:14]3=[C:24]([CH3:27])[CH:25]=[CH:26][N:13]3[N:12]=2)[CH3:10])[C:3]=1[C:32]1[CH:33]=[C:34]([OH:36])[CH:35]=[C:30]([Cl:29])[CH:31]=1 |f:2.3.4|. Reported procedure: (S)-2-(1-((6-Amino-5-bromopyrimidin-4-yl)amino)ethyl)-5-methyl-3-phenylpyrrolo[2,1-f][1,2,4]triazin-4(3H)-one (100 mg, 0.23 mmol) was treated with (3-chloro-5-hydroxyphenyl)boronic acid (59 mg, 0.34 mmol), sodium carbonate (2M, 510 μl, 1.02 mmol) and 1,1′-bis(diphenylphosphino)ferrocene-palladium(II)dichloride dichloromethane complex (9 mg, 0.01 mmol) according to the method described in Example 3 to give 15 mg (32% yield) of the title compound as a solid. Purity 100%. The reactants are N#Cc1ccncc1, COc1cc(C=C(C)C)cc2c1OC(C)(C)C2, Cc1ccccc1, O, O=S(=O)(O)O. The product is COc1cc2c(c3c1OC(C)(C)C3)C(c1ccncc1)=NC(C)(C)C2. As a reaction SMILES: [C:1](#[N:2])[c:3]1[cH:4][cH:5][n:6][cH:7][cH:8]1.[CH3:14][O:15][c:16]1[cH:17][c:18]([CH:27]=[C:28]([CH3:29])[CH3:30])[cH:19][c:20]2[c:24]1[O:23][C:22]([CH3:25])([CH3:26])[CH2:21]2.[CH3:31][c:32]1[cH:33][cH:34][cH:35][cH:36][cH:37]1.[OH2:38].[S:9](=[O:10])(=[O:11])([OH:12])[OH:13]>>[C:1]1([c:3]2[cH:4][cH:5][n:6][cH:7][cH:8]2)=[N:2][C:28]([CH3:29])([CH3:30])[CH2:27][c:18]2[cH:17][c:16]([O:15][CH3:14])[c:24]3[c:20]([c:19]21)[CH2:21][C:22]([CH3:25])([CH3:26])[O:23]3. Reactants: CC(=O)C1=CC=C(C=C1)F (4-fluoroacetophenone), [Cl-].[Na+] (sodium chloride), FC(OC1=CC=C(C=C1)O)F (4-(difluoromethoxy)phenol), C([O-])([O-])=O.[K+].[K+] (potassium carbonate). Run in CS(=O)C (DMSO). Run at temperature 100 celsius, time 8 hour. Yields the product FC(OC1=CC=C(OC2=CC=C(C=C2)C(C)=O)C=C1)F (1-[4-(4-difluoromethoxy-phenoxy)-phenyl]-ethanone). Reaction SMILES: [CH3:1][C:2]([C:4]1[CH:9]=[CH:8][C:7](F)=[CH:6][CH:5]=1)=[O:3].[F:11][CH:12]([F:21])[O:13][C:14]1[CH:19]=[CH:18][C:17]([OH:20])=[CH:16][CH:15]=1.C(=O)([O-])[O-].[K+].[K+].[Cl-].[Na+]>CS(C)=O>[F:11][CH:12]([F:21])[O:13][C:14]1[CH:19]=[CH:18][C:17]([O:20][C:7]2[CH:8]=[CH:9][C:4]([C:2](=[O:3])[CH3:1])=[CH:5][CH:6]=2)=[CH:16][CH:15]=1 |f:2.3.4,5.6|. Procedure details: A solution of 666 μL (5.52 mmol) of 4-fluoroacetophenone and 883 mg (5.52 mmol) of 4-(difluoromethoxy)phenol in 10 mL DMSO was combined with 1.91 g (13.78 mmol) of potassium carbonate and stirred overnight at 100° C. The reaction mixture was poured onto 250 mL semisaturated sodium chloride solution and extracted twice with tert-butylmethylether. The organic phase was dried and evaporated down. The residue was purified by chromatography (silica gel, petroleum ether/ethyl acetate). Starting materials: C1(CC1)COC1=C(C=CC(=N1)C(=O)O)C1COCC1 (6-(cyclopropylmethoxy)-5-(tetrahydrofuran-3-yl)-pyridine-2-carboxylic acid), C1(CC1)COC1=C(C=CC(=N1)C(=O)O)C1OCCC1 (6-(cyclopropylmethoxy)-5-(tetrahydrofuran-2-yl)-pyridine-2-carboxylic acid), CC(N)(C1=NOC(=N1)C)C (α,α,5-trimethyl-1,2,4-oxadiazole-3-methanamine). Yields the product CC(C)(C1=NOC(=N1)C)NC(=O)C1=NC(=C(C=C1)C1COCC1)OCC1CC1 (6-Cyclopropylmethoxy-5-(tetrahydro-furan-3-yl)-pyridine-2-carboxylic acid [1-methyl-1-(5-methyl-[1,2,4]oxadiazol-3-yl)-ethyl]-amide). Reaction SMILES: [CH:1]1([CH2:4][O:5][C:6]2[N:11]=[C:10]([C:12]([OH:14])=O)[CH:9]=[CH:8][C:7]=2[CH:15]2[CH2:19][CH2:18][O:17][CH2:16]2)[CH2:3][CH2:2]1.C1(COC2N=C(C(O)=O)C=CC=2C2CCCO2)CC1.[CH3:39][C:40]([CH3:48])([C:42]1[N:46]=[C:45]([CH3:47])[O:44][N:43]=1)[NH2:41]>>[CH3:39][C:40]([NH:41][C:12]([C:10]1[CH:9]=[CH:8][C:7]([CH:15]2[CH2:19][CH2:18][O:17][CH2:16]2)=[C:6]([O:5][CH2:4][CH:1]2[CH2:2][CH2:3]2)[N:11]=1)=[O:14])([C:42]1[N:46]=[C:45]([CH3:47])[O:44][N:43]=1)[CH3:48]. Procedure: The title compound was synthesized in analogy to Example 1, using the mixture of 6-(cyclopropylmethoxy)-5-(tetrahydrofuran-3-yl)-pyridine-2-carboxylic acid and 6-(cyclopropylmethoxy)-5-(tetrahydrofuran-2-yl)-pyridine-2-carboxylic acid (mixture from Example 114 d), and α,α,5-trimethyl-1,2,4-oxadiazole-3-methanamine (CAN 1153831-97-0) as starting materials, MS (EI): m/e=387.2 [M+H]+. The reactants are CC(C)O, CCOC(C)=O, CC(C)=O, COc1cc(Cl)c(-n2c(=O)[nH]c3c(OC)nc(CO)nc32)cc1OCc1c(OC)ccc(F)c1F, O. Yields the product COc1cc(Cl)c(-n2c(=O)[nH]c3c(OC)nc(C(=O)O)nc32)cc1OCc1c(OC)ccc(F)c1F. Reaction SMILES: [CH3:36][CH:37]([CH3:38])[OH:39].[CH3:41][CH2:42][O:43][C:44](=[O:45])[CH3:46].[CH3:47][C:48](=[O:49])[CH3:50].[Cl:1][c:2]1[c:3](-[n:22]2[c:23]3[n:24][c:25]([CH2:34][OH:35])[n:26][c:27]([O:32][CH3:33])[c:28]3[nH:29][c:30]2=[O:31])[cH:4][c:5]([O:10][CH2:11][c:12]2[c:13]([F:21])[c:14]([F:20])[cH:15][cH:16][c:17]2[O:18][CH3:19])[c:6]([O:8][CH3:9])[cH:7]1.[OH2:40]>>[Cl:1][c:2]1[c:3](-[n:22]2[c:23]3[n:24][c:25]([C:34](=[O:35])[OH:39])[n:26][c:27]([O:32][CH3:33])[c:28]3[nH:29][c:30]2=[O:31])[cH:4][c:5]([O:10][CH2:11][c:12]2[c:13]([F:21])[c:14]([F:20])[cH:15][cH:16][c:17]2[O:18][CH3:19])[c:6]([O:8][CH3:9])[cH:7]1. Starting materials: C1CCOC1, CNCCO, O=C(Cl)OCc1ccccc1, [Na+], [Na+], O=C([O-])[O-]. The product is CN(CCO)C(=O)OCc1ccccc1. Reaction SMILES: [CH2:17]1[O:18][CH2:19][CH2:20][CH2:21]1.[CH3:12][NH:13][CH2:14][CH2:15][OH:16].[Cl:1][C:2](=[O:3])[O:4][CH2:5][c:6]1[cH:7][cH:8][cH:9][cH:10][cH:11]1.[Na+:22].[Na+:23].[O-:24][C:25](=[O:26])[O-:27]>>[C:2](=[O:3])([O:4][CH2:5][c:6]1[cH:7][cH:8][cH:9][cH:10][cH:11]1)[N:13]([CH3:12])[CH2:14][CH2:15][OH:16].